This data is from the Open Reaction Database (ORD), a public repository of structured organic reaction records. The task is: describe an organic reaction: reactants, conditions, products, and yield The reactants are CC(C)(C)OC(=O)N1CCCC(OS(C)(=O)=O)C1, CC(C)=O, [I-], [Na+], [Na+], [Na+], O=S([O-])([O-])=S. Product: CC(C)(C)OC(=O)N1CCCC(I)C1. As a reaction SMILES: [CH3:1][S:2]([O:3][CH:6]1[CH2:7][N:8]([C:12](=[O:13])[O:14][C:15]([CH3:16])([CH3:17])[CH3:18])[CH2:9][CH2:10][CH2:11]1)(=[O:4])=[O:5].[CH3:28][C:29](=[O:30])[CH3:31].[I-:20].[Na+:19].[Na+:26].[Na+:27].[S:21]([O-:22])([O-:23])(=[O:24])=[S:25]>>[CH:6]1([I:20])[CH2:7][N:8]([C:12](=[O:13])[O:14][C:15]([CH3:16])([CH3:17])[CH3:18])[CH2:9][CH2:10][CH2:11]1. Starting materials: ClC1=CC=C(CSO)C=C1 (p-chlorobenzylthio alcohol), O1CCCC1 (tetrahydrofuran), C(C)OC(=O)N=C=S (ethoxycarbonyl isothiocyanate). The solvent is C(C)N(CC)CC (triethylamine). Product: C(=O)(OCC)NC(SCC1=CC=C(C=C1)Cl)=S (p-chlorobenzyl N-carbethoxy-dithiocarbamate). Yield: 88.5%. As a reaction SMILES: [Cl:1][C:2]1[CH:10]=[CH:9][C:5]([CH2:6][S:7]O)=[CH:4][CH:3]=1.O1CCCC1.[CH2:16]([O:18][C:19]([N:21]=[C:22]=[S:23])=[O:20])[CH3:17]>C(N(CC)CC)C>[C:19]([NH:21][C:22](=[S:23])[S:7][CH2:6][C:5]1[CH:9]=[CH:10][C:2]([Cl:1])=[CH:3][CH:4]=1)([O:18][CH2:16][CH3:17])=[O:20]. Procedure details: A mixture of 158.6 g of p-chlorobenzylthio alcohol, 800 ml of tetrahydrofuran, 5 ml of triethylamine and 131.6 g of ethoxycarbonyl isothiocyanate was refluxed for 21/2 hours and was then concentrated to dryness. The residue was washed with petroleum ether to obtain 233 g of p-chlorobenzyl N-carbethoxy-dithiocarbamate melting at 80° C. Starting materials: OC1=C2C=CNC2=CC=C1 (4-hydroxyindole), COC=1C=C(C=O)C=CC1 (3-methoxybenzaldehyde), C(CC#N)#N (malononitrile), N1CCCCC1 (piperidine). The solvent is C(C)O (ethanol). Reaction conditions: time 8 hour. The product is NC1=C(C(C=2C(O1)C1=CC=NC1=CC2)C2=CC(=CC=C2)OC)C#N (2-Amino-3-cyano-4-(3-methoxyphenyl)-4H-indolo[4,5-b]pyran). Yield: 25.1%. Reaction SMILES: [OH:1][C:2]1[CH:10]=[CH:9][CH:8]=[C:7]2[C:3]=1[CH:4]=[CH:5][NH:6]2.[CH3:11][O:12][C:13]1[CH:14]=[C:15]([CH:18]=[CH:19][CH:20]=1)[CH:16]=O.[C:21](#[N:25])[CH2:22][C:23]#[N:24].N1CCCCC1>C(O)C>[NH2:25][C:21]1[O:1][CH:2]2[C:3]3[C:7](=[CH:8][CH:9]=[C:10]2[CH:16]([C:15]2[CH:18]=[CH:19][CH:20]=[C:13]([O:12][CH3:11])[CH:14]=2)[C:22]=1[C:23]#[N:24])[N:6]=[CH:5][CH:4]=3. Reported procedure: To a solution of 4-hydroxyindole (500 mg, 3.76 mmol), 3-methoxybenzaldehyde (511 mg, 3.76 mmol) and malononitrile (250 mg, 3.76 mmol) in ethanol (10 mL) was added piperidine (0.18 mL, 1.62 mmol). The solution was stirred at room temperature overnight and the solvent was removed in vacuo. The crude material was purified by flash column chromatography (3:1 hexane:ethyl acetate) to yield 300 mg (25%) of title compound as white solids. 1H NMR (CDCl3): 8.26 (brs, 1H), 7.26–7.18 (m, 2H), 7.09–7.06 (m,... The reactants are Cc1c(C(=O)O)oc2nn(C(C)C)c(C)c12, [Cl-], Nc1ccccc1C(=O)O, c1ccccc1. The product is Cc1c(C(=O)Nc2ccccc2C(=O)O)oc2nn(C(C)C)c(C)c12. RXN SMILES: [CH:12]([CH3:13])([CH3:14])[n:15]1[n:16][c:17]2[c:18]([c:19]1[CH3:20])[c:21]([CH3:27])[c:22]([C:24](=[O:25])[OH:26])[o:23]2.[Cl-:11].[NH2:1][c:2]1[c:3]([C:4](=[O:5])[OH:6])[cH:7][cH:8][cH:9][cH:10]1.[cH:28]1[cH:29][cH:30][cH:31][cH:32][cH:33]1>>[NH:1]([c:2]1[c:3]([C:4](=[O:5])[OH:6])[cH:7][cH:8][cH:9][cH:10]1)[C:24]([c:22]1[c:21]([CH3:27])[c:18]2[c:17]([n:16][n:15]([CH:12]([CH3:13])[CH3:14])[c:19]2[CH3:20])[o:23]1)=[O:25]. The reactants are ( iv ), Cl.CN(C)CC(=O)Cl ((dimethylamino)-acetyl chloride, hydrochloride), C(C)(=O)NC1=C2C(C(NC2=CC=C1)(CC(=O)O)C)SC1=CC=C(C=C1)Cl (4-(acetylamino)-3-[(4-chlorophenyl)thio]-2-methyl-1H-indole-acetic acid), ( iii ). The product is ClC1=CC=C(C=C1)SC1=C(N(C2=CC=CC(=C12)NC(CN(C)C)=O)CC(=O)OCC)C (3-[(4-chlorophenyl)thio]-4-[[(dimethylamino)acetyl]amino]-2-methyl-1H-indole-1-acetic acid, ethyl ester). Reaction SMILES: [C:1]([NH:4][C:5]1[CH:13]=[CH:12][CH:11]=[C:10]2[C:6]=1[CH:7]([S:19][C:20]1[CH:25]=[CH:24][C:23]([Cl:26])=[CH:22][CH:21]=1)[C:8]([CH3:18])(CC(O)=O)[NH:9]2)(=[O:3])[CH3:2].Cl.CN([CH2:31][C:32](Cl)=[O:33])C>>[Cl:26][C:23]1[CH:24]=[CH:25][C:20]([S:19][C:7]2[C:6]3[C:10](=[CH:11][CH:12]=[CH:13][C:5]=3[NH:4][C:1](=[O:3])[CH2:2][N:9]([CH3:10])[CH3:8])[N:9]([CH2:2][C:1]([O:33][CH2:32][CH3:31])=[O:3])[C:8]=2[CH3:18])=[CH:21][CH:22]=1 |f:1.2|. Reported procedure: The sub-title compound was prepared by the method of Example 1 part (iv) using the product from Example 1 part (iii) and (dimethylamino)-acetyl chloride, hydrochloride. The product was purified using column chromatography (33% EtOAc/hexane as eluent). Reactants: COc1cc(N2CCN(C(=O)Cn3nc(C(F)(F)F)c(Cl)c3C)CC2)ccc1Cl, [Na+], CN(C)C=O, [OH-], O, O=P(Cl)(Cl)Cl. Yields the product COc1cc(N2CCN(C(=O)Cn3nc(C(F)(F)F)c(Cl)c3C)CC2)c(C=O)cc1Cl. Reaction SMILES: [Cl:6][c:7]1[c:8]([O:33][CH3:34])[cH:9][c:10]([N:13]2[CH2:14][CH2:15][N:16]([C:19]([CH2:20][n:21]3[n:22][c:23]([C:28]([F:29])([F:30])[F:31])[c:24]([Cl:27])[c:25]3[CH3:26])=[O:32])[CH2:17][CH2:18]2)[cH:11][cH:12]1.[Na+:36].[O:37]=[CH:38][N:39]([CH3:40])[CH3:41].[OH-:35].[OH2:42].[P:1]([Cl:2])([Cl:3])([Cl:4])=[O:5]>>[Cl:6][c:7]1[c:8]([O:33][CH3:34])[cH:9][c:10]([N:13]2[CH2:14][CH2:15][N:16]([C:19]([CH2:20][n:21]3[n:22][c:23]([C:28]([F:29])([F:30])[F:31])[c:24]([Cl:27])[c:25]3[CH3:26])=[O:32])[CH2:17][CH2:18]2)[c:11]([CH:38]=[O:37])[cH:12]1. Reactants: COC1=CC=C(CNC2=NC=CC(=N2)OC2=C(C=C(C=C2)NC(CC(=O)NC2=CC=C(C=C2)F)=O)F)C=C1 (N1-(4-(2-(4-Methoxybenzylamino)pyrimidin-4-yloxy)-3-fluorophenyl)-N3-(4-fluorophenyl)malonamide), COC1=CC=C(CNC2=NC=CC(=N2)OC2=C(C=C(C=C2)NC(CC(=O)NC2=CC=C(C=C2)F)=O)F)C=C1 (N1-(4-(2-(4-Methoxybenzylamino)pyrimidin-4-yloxy)-3-fluorophenyl)-N3-(4-fluorophenyl)malonamide), FC1=CC=C(C=C1)CC(=O)N=C=O (2-(4-fluorophenyl)acetyl isocyanate), COC1=CC=C(CNC2=CC(=NC=N2)OC2=C(C=C(C=C2)NC(=O)NC(CC2=CC=C(C=C2)F)=O)F)C=C1 (1-(4-(6-(4-Methoxybenzylamino)pyrimidin-4-yloxy)-3-fluorophenyl)-3-(2-(4-fluorophenyl)acetyl)urea), COC1=CC=C(CNC2=CC(=NC=N2)OC2=C(C=C(C=C2)NC(=O)NC(CC2=CC=C(C=C2)F)=O)F)C=C1 (1-(4-(6-(4-Methoxybenzylamino)pyrimidin-4-yloxy)-3-fluorophenyl)-3-(2-(4-fluorophenyl)acetyl)urea). Solvent: C1CCOC1 (THF). Run at time 1 hour. The product is COC1=CC=C(CNC2=NC=CC(=N2)OC2=C(C=C(C=C2)NC(=O)NC(CC2=CC=C(C=C2)F)=O)F)C=C1 (1-(4-(2-(4-Methoxybenzylamino)pyrimidin-4-yloxy)-3-fluorophenyl)-3-(2-(4-fluorophenyl)acetyl)urea). Isolated yield 61.6%. Reaction SMILES: [CH3:1][O:2][C:3]1[CH:38]=[CH:37][C:6]([CH2:7][NH:8][C:9]2[N:14]=[C:13]([O:15]C3C=CC(NC(=O)CC(NC4C=CC(F)=CC=4)=O)=CC=3F)[CH:12]=[CH:11][N:10]=2)=[CH:5][CH:4]=1.FC1C=CC(CC(N=C=O)=O)=CC=1.COC1C=CC(CNC2N=CN=C(O[C:67]3[CH:72]=[CH:71][C:70]([NH:73][C:74]([NH:76][C:77](=[O:86])[CH2:78][C:79]4[CH:84]=[CH:83][C:82]([F:85])=[CH:81][CH:80]=4)=[O:75])=[CH:69][C:68]=3[F:87])C=2)=CC=1>C1COCC1>[CH3:1][O:2][C:3]1[CH:4]=[CH:5][C:6]([CH2:7][NH:8][C:9]2[N:14]=[C:13]([O:15][C:67]3[CH:72]=[CH:71][C:70]([NH:73][C:74]([NH:76][C:77](=[O:86])[CH2:78][C:79]4[CH:84]=[CH:83][C:82]([F:85])=[CH:81][CH:80]=4)=[O:75])=[CH:69][C:68]=3[F:87])[CH:12]=[CH:11][N:10]=2)=[CH:37][CH:38]=1. Procedure details: A solution of N-(4-methoxybenzyl)-4-(4-amino-2-fluorophenoxy)pyrimidin-2-amine (Compound C of Example 14, 34 mg, 0.10 mmol) in THF (1 ml) was treated with 0.36 M 2-(4-fluorophenyl)acetyl isocyanate in toluene (Compound D of Example 11, 0.31 mL, 0.11 mmol) and the mixture stirred at RT for 1 h. The mixture was concentrated in vacuo and the solid obtained was triturated first with 3:1 isopropyl ether/EtOAc and then CH2Cl2 to give the title compound (32 mg, 62%) as an off-white solid. 1H NMR (DMSO-...